Dataset: the Open Reaction Database (ORD), a public repository of structured organic reaction records. Task: describe an organic reaction: reactants, conditions, products, and yield Run at temperature 120 celsius, time 12 hour. The reagents and catalysts are dcype. Reactants: CC(C)(C)C(=O)Oc2ccc1ccccc1c2 (substrate), COC(=O)c1ncoc1C (effective_coupling_partner). The product is COC(=O)c3nc(c2ccc1ccccc1c2)oc3C. Reactants: FC1=C(C=C(C(=C1)Cl)OC(C)C)N1C(C2=C(C1=O)CCCC2)=O (N-(2 fluoro- 4-chloro-5-isopropoxyphenyl) -3,4,5,6-tetrahydrophthalimide). The reagents and catalysts are [Pt] (Pt/C). The solvent is C(Cl)Cl (methylene chloride). Reaction conditions: time 3 hour. Product: FC1=C(C=C(C(=C1)Cl)OC(C)C)N1C(C2C(C1=O)CCCC2)=O (N-(2-fluoro-4 chloro-5-isopropoxyphenyl)hexahydrophthalimide). The yield is 98.1%. RXN SMILES: [F:1][C:2]1[CH:7]=[C:6]([Cl:8])[C:5]([O:9][CH:10]([CH3:12])[CH3:11])=[CH:4][C:3]=1[N:13]1[C:17](=[O:18])[C:16]2[CH2:19][CH2:20][CH2:21][CH2:22][C:15]=2[C:14]1=[O:23]>[Pt].C(Cl)Cl>[F:1][C:2]1[CH:7]=[C:6]([Cl:8])[C:5]([O:9][CH:10]([CH3:12])[CH3:11])=[CH:4][C:3]=1[N:13]1[C:17](=[O:18])[CH:16]2[CH2:19][CH2:20][CH2:21][CH2:22][CH:15]2[C:14]1=[O:23]. Reported procedure: A pressure bottle was charged with 1.01 g (0.003 mol) of N-(2 fluoro- 4-chloro-5-isopropoxyphenyl) -3,4,5,6-tetrahydrophthalimide (see U.S. Pat. No. 4,431,822 for the preparation of this compound), 0.10 g of 5% Pt/C, and 60 ml of methylene chloride, placed on a Paar apparatus, and hydrogenated at 40 psi for 3 hours. Thin layer chromatography showed that the hydrogenation of the double bond was complete. The reaction mixture was filtered through Celite, and solvent removed from the filtrate to gi...